From a dataset of the Open Reaction Database (ORD), a public repository of structured organic reaction records. describe an organic reaction: reactants, conditions, products, and yield Starting materials: CC1=C(C(=O)O)C(c2ccc(C(F)(F)F)cc2)CC(=O)N1C, Nc1ccc2[nH]nc(Cl)c2c1. Yields the product CC1=C(C(=O)Nc2ccc3[nH]nc(Cl)c3c2)C(c2ccc(C(F)(F)F)cc2)CC(=O)N1C. As a reaction SMILES: [CH3:1][N:2]1[C:3]([CH3:22])=[C:4]([C:19](=[O:20])[OH:21])[CH:5]([c:9]2[cH:10][cH:11][c:12]([C:15]([F:16])([F:17])[F:18])[cH:13][cH:14]2)[CH2:6][C:7]1=[O:8].[NH2:23][c:24]1[cH:25][c:26]2[c:27]([Cl:33])[n:28][nH:29][c:30]2[cH:31][cH:32]1>>[CH3:1][N:2]1[C:3]([CH3:22])=[C:4]([C:19](=[O:21])[NH:23][c:24]2[cH:25][c:26]3[c:27]([Cl:33])[n:28][nH:29][c:30]3[cH:31][cH:32]2)[CH:5]([c:9]2[cH:10][cH:11][c:12]([C:15]([F:16])([F:17])[F:18])[cH:13][cH:14]2)[CH2:6][C:7]1=[O:8]. The reactants are S(=O)([O-])[O-].[Na+].[Na+] (sodium sulfite), O (water), FC1=CC(=C(C(=O)NC(C(=O)OC)C=C)C=C1)C(F)(F)F (methyl 2-(4-fluoro-2-trifluoromethylbenzoylamino)but-3-enoate), C(C)(C)(C)O.O (tert-butanol water), C[N+]1(CCOCC1)[O-] (N-methylmorpholine N-oxide). The reagents and catalysts are O=[Os](=O)(=O)=O (OsO4). The solvent is C(C)(=O)OCC (ethyl acetate), C(C)(C)(C)O (tert-butanol). Reaction conditions: time 60 hour. Yields the product FC1=CC(=C(C(=O)NC(C(=O)OC)C(CO)O)C=C1)C(F)(F)F (Methyl 2-(4-fluoro-2-trifluoromethylbenzoylamino)-3,4-dihydroxybutyrate). As a reaction SMILES: [F:1][C:2]1[CH:17]=[CH:16][C:5]([C:6]([NH:8][CH:9]([CH:14]=[CH2:15])[C:10]([O:12][CH3:13])=[O:11])=[O:7])=[C:4]([C:18]([F:21])([F:20])[F:19])[CH:3]=1.C[N+]1([O-])CCOCC1.S([O-])([O-])=O.[Na+].[Na+].[OH2:36].C(O)(C)(C)C.[OH2:42]>C(O)(C)(C)C.O=[Os](=O)(=O)=O.C(OCC)(=O)C>[F:1][C:2]1[CH:17]=[CH:16][C:5]([C:6]([NH:8][CH:9]([CH:14]([OH:42])[CH2:15][OH:36])[C:10]([O:12][CH3:13])=[O:11])=[O:7])=[C:4]([C:18]([F:19])([F:20])[F:21])[CH:3]=1 |f:2.3.4,6.7|. Procedure details: 460 mg (1.5 mmol) of methyl 2-(4-fluoro-2-trifluoromethylbenzoylamino)but-3-enoate were dissolved in tert-butanol/water, and 360 mg (3 mmol) of N-methylmorpholine N-oxide and 1.5 g (0.15 mmol) of a 2.5% strength solution of OsO4 in tert-butanol were added. The mixture was stirred at RT for 60 hours. 3.2 g of sodium sulfite, water and ethyl acetate were then added, and the phases were separated. The aqueous phase was reextracted with ethyl acetate. The combined organic phases were washed and drie...